This data is from the Open Reaction Database (ORD), a public repository of structured organic reaction records. The task is: describe an organic reaction: reactants, conditions, products, and yield Reactants: C(C)(C)(C)C=1C=C(C=C(C1O)C(C)(C)C)S (3,5-di-tert-butyl-4-hydroxybenzene thiol), [OH-].[K+] (potassium hydroxide), O (water), ClCN1C(C=2C(C1=O)=CC=CC2)=O (N-(chloromethyl)phthalimide). Run in CC(=O)C (acetone). Reaction conditions: time 1 hour. Product: C(C)(C)(C)C=1C=C(C=C(C1O)C(C)(C)C)SCN1C(C=2C(C1=O)=CC=CC2)=O (N-(3,5-di-tert-butyl-4-hydroxyphenylthiomethyl)phthalimide). Yield: 73.3%. Reaction SMILES: [C:1]([C:5]1[CH:6]=[C:7]([SH:16])[CH:8]=[C:9]([C:12]([CH3:15])([CH3:14])[CH3:13])[C:10]=1[OH:11])([CH3:4])([CH3:3])[CH3:2].[OH-].[K+].O.Cl[CH2:21][N:22]1[C:26](=[O:27])[C:25]2=[CH:28][CH:29]=[CH:30][CH:31]=[C:24]2[C:23]1=[O:32]>CC(C)=O>[C:1]([C:5]1[CH:6]=[C:7]([S:16][CH2:21][N:22]2[C:23](=[O:32])[C:24]3=[CH:31][CH:30]=[CH:29][CH:28]=[C:25]3[C:26]2=[O:27])[CH:8]=[C:9]([C:12]([CH3:15])([CH3:14])[CH3:13])[C:10]=1[OH:11])([CH3:4])([CH3:3])[CH3:2] |f:1.2|. Procedure details: A vessel was charged with 12.19 grams of 3,5-di-tert-butyl-4-hydroxybenzene thiol and 3.30 grams of potassium hydroxide dissolved in 50 ml of acetone and 2 ml of water at 0° C. which was mixed with 10.0 grams of N-(chloromethyl)phthalimide. After stirring for one hour, the precipitated product was removed by filtration and then recrystallized from ethyl acetate-hexane to give 14.9 grams of product, m.p. 151°-153° C. Reactants: Cl.NO (Hydroxylamine hydrochloride), C(C1=CC=CC=C1)OC(=O)N[C@@H](COS(=O)(=O)C)CCOS(=O)(=O)C ((R)-2-(Benzyloxycarbonylamino)-1,4-dimethanesulfonyloxybutane), C(=O)(O)[O-].[Na+] (NaHCO3). The solvent is Cl (HCl), CCN(CC)CC.CS(=O)C (Et3N DMSO). Reaction conditions: temperature 60 celsius. The product is C(C1=CC=CC=C1)OC(=O)N[C@H]1CN(CC1)O ((R)-3-(Benzyloxycarbonylamino)-N-hydroxy-pyrrolidine). Yield: 85.0%. RXN SMILES: [CH2:1]([O:8][C:9]([NH:11][C@H:12]([CH2:19][CH2:20]OS(C)(=O)=O)[CH2:13]OS(C)(=O)=O)=[O:10])[C:2]1[CH:7]=[CH:6][CH:5]=[CH:4][CH:3]=1.Cl.[NH2:27][OH:28].C([O-])(O)=O.[Na+]>CCN(CC)CC.CS(C)=O.Cl>[CH2:1]([O:8][C:9]([NH:11][C@@H:12]1[CH2:19][CH2:20][N:27]([OH:28])[CH2:13]1)=[O:10])[C:2]1[CH:7]=[CH:6][CH:5]=[CH:4][CH:3]=1 |f:1.2,3.4,5.6|. Procedure: (R)-2-(Benzyloxycarbonylamino)-1,4-dimethanesulfonyloxybutane (2.0 g; 5.06 mmol) was dissolved in a Et3N/DMSO mixture (1:1, 20 ml). Hydroxylamine hydrochloride (1.4 g; 20.2 mmol) was added and the mixture was heated at 60° C. over night. The mixture was poured in aqueous HCl (the pH was adjusted to pH=6 with NaHCO3) and extracted twice with AcOEt. The organic phase was washed with water and dried over Na2SO4. The solids were filtered off and the solvent was removed. A light yellow oil (1.4 g, pu... The reactants are BrCCOC1=CC(=C(N)C=C1)[N+](=O)[O-] (4-(2-bromoethoxy)-2-nitroaniline), CNC (dimethylamine). Solvent: C1CCOC1 (THF), C1CCOC1 (THF). Reaction conditions: temperature 80 celsius, time 8 hour. Yields the product CN(CCOC1=CC(=C(N)C=C1)[N+](=O)[O-])C (4-(2-(dimethylamino)ethoxy)-2-nitroaniline). Reaction SMILES: Br[CH2:2][CH2:3][O:4][C:5]1[CH:11]=[CH:10][C:8]([NH2:9])=[C:7]([N+:12]([O-:14])=[O:13])[CH:6]=1.[CH3:15][NH:16][CH3:17]>C1COCC1>[CH3:15][N:16]([CH3:17])[CH2:2][CH2:3][O:4][C:5]1[CH:11]=[CH:10][C:8]([NH2:9])=[C:7]([N+:12]([O-:14])=[O:13])[CH:6]=1. Procedure: To a seal tube was added 4-(2-bromoethoxy)-2-nitroaniline (4.5 g, 17 mmol), THF and 40 mL of 2M dimethylamine in THF. The mixture was heated to 80° C. and was stirred overnight. The suspension was concentrated, and the residue was triturated with ether to give 3.5 g of 4-(2-(dimethylamino)ethoxy)-2-nitroaniline which was used in the next step without further purification. 1H-NMR (400 MHz, CDCl3): δ 7.24 (s, 1H), 6.91 (d, 1H), 6.61 (d, 1H), 5.85 (bs, 2H), 4.04 (t, 2H), 2.78 (t, 2H), 2.27 (s, 6H).... The reactants are [BH4-].[Na+] (Sodium borohydride), C(C)(=O)C=1OC=C(N1)C(=O)NC[C@H](C)N1N=C(C=C1)C1=CC(=C(C=C1)C#N)Cl ((S)-2-acetyl-N-(2-(3-(3-chloro-4-cyanophenyl)-1H-pyrazol-1-yl)propyl)oxazole-4-carboxamide), crude product. Solvent: C(C)O (ethanol). Conditions: time 8 hour. Product: ClC=1C=C(C=CC1C#N)C1=NN(C=C1)[C@H](CNC(=O)C=1N=C(OC1)C(C)O)C (N—((S)-2-(3-(3-chloro-4-cyanophenyl)-1H-pyrazol-1-yl)propyl)-2-(1-hydroxyethyl)oxazole-4-carboxamide). The yield is 84.0%. RXN SMILES: [BH4-].[Na+].[C:3]([C:6]1[O:7][CH:8]=[C:9]([C:11]([NH:13][CH2:14][C@@H:15]([N:17]2[CH:21]=[CH:20][C:19]([C:22]3[CH:27]=[CH:26][C:25]([C:28]#[N:29])=[C:24]([Cl:30])[CH:23]=3)=[N:18]2)[CH3:16])=[O:12])[N:10]=1)(=[O:5])[CH3:4]>C(O)C>[Cl:30][C:24]1[CH:23]=[C:22]([C:19]2[CH:20]=[CH:21][N:17]([C@@H:15]([CH3:16])[CH2:14][NH:13][C:11]([C:9]3[N:10]=[C:6]([CH:3]([OH:5])[CH3:4])[O:7][CH:8]=3)=[O:12])[N:18]=2)[CH:27]=[CH:26][C:25]=1[C:28]#[N:29] |f:0.1|. Procedure: Sodium borohydride (0.051 g, 1.352 mmol) was added into a flask and the atmosphere was replaced with nitrogen. Dry ethanol was added and the reaction mixture was cooled to 0° C. (S)-2-acetyl-N-(2-(3-(3-chloro-4-cyanophenyl)-1H-pyrazol-1-yl)propyl)oxazole-4-carboxamide (0.269 g, 0.676 mmol) was added and the reaction mixture was warmed slowly to RT while stirring overnight. The crude product was cooled to 0° C., the pH was adjusted below 7 and the mixture was evaporated. 5% of DCM/MeOH was added ... Starting materials: [NH4+].[Cl-] (NH4Cl), Mg, CC(CCl)=C (β-methylallyl chloride), CC(C=O)(C=C=C)C (2,2-dimethyl-3,4-pentadienal). Run in CCOCC (ether), CCOCC (ether). Conditions: temperature 15 celsius. Product: CC(=C)CC(C(C=C=C)(C)C)O (2,5,5-trimethylocta-1,6,7-trien-4-ol). Yield: 91.0%. RXN SMILES: [CH3:1][C:2](=[CH2:5])[CH2:3]Cl.[CH3:6][C:7]([CH3:13])([CH:10]=[C:11]=[CH2:12])[CH:8]=[O:9].[NH4+].[Cl-]>CCOCC>[CH3:1][C:2]([CH2:3][CH:8]([OH:9])[C:7]([CH3:13])([CH3:6])[CH:10]=[C:11]=[CH2:12])=[CH2:5] |f:2.3|. Reported procedure: 300 ml of absolute ether were added to 7.29 g (0.30 mole) of dry Mg, the mixture was cooled to 15±1° C., and 27.19 g (0.30 mole) freshly distilled β-methylallyl chloride were added. The mixture was stirred over night at the same temperature. The white suspension was cooled to 0° C., and 11.03 g (0.10 mole) 1a in 150 ml absolute ether were added dropwise during 1 hour. The mixture was stirred at 0° C. for 4 hours (reaction monitored on GC). 37 ml of saturated NH4Cl solution were added with vigoro... Reaction conditions: temperature 90 celsius. RXN SMILES: Br[C:2]1[CH:21]=[CH:20][C:5]([CH2:6][CH:7]2[CH2:12][CH2:11]C[N:9]([CH:13]3[CH2:18][CH2:17][CH2:16][CH2:15][CH2:14]3)[C:8]2=[O:19])=[C:4]([Cl:22])[CH:3]=1.[NH:23]1[CH2:28][CH2:27][CH2:26][CH2:25][CH2:24]1.C1(P(C2C=CC=CC=2)C2C=CC3C(=CC=CC=3)C=2C2C3C(=CC=CC=3)C=CC=2P(C2C=CC=CC=2)C2C=CC=CC=2)C=CC=CC=1.C(=O)([O-])[O-].[Cs+].[Cs+]>C1(C)C=CC=CC=1.C([O-])(=O)C.[Pd+2].C([O-])(=O)C>[Cl:22][C:4]1[CH:3]=[C:2]([N:23]2[CH2:28][CH2:27][CH2:26][CH2:25][CH2:24]2)[CH:21]=[CH:20][C:5]=1[CH2:6][CH:7]1[CH2:12][CH2:11][N:9]([CH:13]2[CH2:14][CH2:15][CH2:16][CH2:17][CH2:18]2)[C:8]1=[O:19] |f:3.4.5,7.8.9|. The solvent is C1(=CC=CC=C1)C (toluene). Yield: 48.4%. The product is ClC1=C(CC2C(N(CC2)C2CCCCC2)=O)C=CC(=C1)N1CCCCC1 (3-(2-Chloro-4-piperidin-1-yl-benzyl)-1-cyclohexyl-pyrrolidin-2-one). Reagents/catalysts: C(C)(=O)[O-].[Pd+2].C(C)(=O)[O-] (palladium (II) acetate). Reported procedure: Dissolve 3-(4-bromo-2-chloro-benzyl)-1-cyclohexyl-piperidin-2-one (Example 55) (0.20 g, 0.54 mmol), piperidine (0.21 mL, 2.16 mmol), palladium (II) acetate (12 mg, 0.05 mmol) and rac-2,2′-bis(diphenylphosphino)-1,1′-binaphthyl (67 mg, 0.11 mmol) in toluene (1 mL) with cesium carbonate (264 mg, 0.81 mmol) and heat at 90° C. 16 h. Pass the mixture through an SCX ion exchange column washing with methanol and eluting with 1N ammonia in methanol and evaporate. Purify the residue by preparative revers... Reactants: BrC1=CC(=C(CC2C(N(CCC2)C2CCCCC2)=O)C=C1)Cl (3-(4-bromo-2-chloro-benzyl)-1-cyclohexyl-piperidin-2-one), N1CCCCC1 (piperidine), C1(=CC=CC=C1)P(C1=C(C2=CC=CC=C2C=C1)C1=C(C=CC2=CC=CC=C12)P(C1=CC=CC=C1)C1=CC=CC=C1)C1=CC=CC=C1 (rac-2,2′-bis(diphenylphosphino)-1,1′-binaphthyl), C([O-])([O-])=O.[Cs+].[Cs+] (cesium carbonate). Reactants: C1CCOC1, OCc1cccc(-c2ccc(C(F)(F)F)cc2)c1, CCOC(=O)CCc1ccc(O)cc1C. Product: CCOC(=O)CCc1ccc(OCc2cccc(-c3ccc(C(F)(F)F)cc3)c2)cc1C. Reaction SMILES: [CH2:34]1[O:35][CH2:36][CH2:37][CH2:38]1.[F:1][C:2]([c:3]1[cH:4][cH:5][c:6](-[c:9]2[cH:10][c:11]([CH2:15][OH:16])[cH:12][cH:13][cH:14]2)[cH:7][cH:8]1)([F:17])[F:18].[OH:19][c:20]1[cH:21][c:22]([CH3:33])[c:23]([CH2:26][CH2:27][C:28](=[O:29])[O:30][CH2:31][CH3:32])[cH:24][cH:25]1>>[F:1][C:2]([c:3]1[cH:4][cH:5][c:6](-[c:9]2[cH:10][c:11]([CH2:15][O:16][c:20]3[cH:21][c:22]([CH3:33])[c:23]([CH2:26][CH2:27][C:28](=[O:29])[O:30][CH2:31][CH3:32])[cH:24][cH:25]3)[cH:12][cH:13][cH:14]2)[cH:7][cH:8]1)([F:17])[F:18]. The reactants are FC=1C=C(C=CC1OC)C=1C=C2C=CC(=CC2=CC1)O (6-(3-fluoro-4-methoxyphenyl)-2-naphthol), B(Br)(Br)Br (boron tribromide). The product is FC=1C=C(C=CC1O)C=1C=C2C=CC(=CC2=CC1)O (6-(3-Fluoro-4-hydroxyphenyl)-2-naphthol), yellowish solid. Isolated yield 68.0%. As a reaction SMILES: [F:1][C:2]1[CH:3]=[C:4]([C:10]2[CH:11]=[C:12]3[C:17](=[CH:18][CH:19]=2)[CH:16]=[C:15]([OH:20])[CH:14]=[CH:13]3)[CH:5]=[CH:6][C:7]=1[O:8]C.B(Br)(Br)Br>>[F:1][C:2]1[CH:3]=[C:4]([C:10]2[CH:11]=[C:12]3[C:17](=[CH:18][CH:19]=2)[CH:16]=[C:15]([OH:20])[CH:14]=[CH:13]3)[CH:5]=[CH:6][C:7]=1[OH:8]. Procedure details: The title compound was prepared by reacting 6-(3-fluoro-4-methoxyphenyl)-2-naphthol (600 mg, 2.24 mmol) with boron tribromide (6.27 mL of 1.0 M solution in CH2Cl2, 6.27 mmol) according to method D to yield 385 mg (68%) of a yellowish solid: mp 216-219° C.; 1H NMR (DMDO-d6): δ 7.03-7.13 (3H, m), 7.43 (1H, dd, J=8.37 Hz, J=1.77 Hz), 7.58 (1H, dd, J=12.92 Hz, J=2.13 Hz), 7.68 (1H, dd, J=8.68 Hz, J=1.61 Hz), 7.74 (1H, d, J=8.68 Hz), 8.03 (1H, s), 9.79 (1H, s), 9.98 (1H, s); MS (ESI) m/z 253 (M−H)−. ... Reactants: bimolar solution, C(CCC)[Li] (n-butyl lithium), O1C=CC2=C1C=CC=C2 (benzofuran), CN1CC(C(CC1)=O)C (1,3-dimethyl-4-piperidone), ice. The solvent is C(C)OCC (diethyl ether), CCCCCC (hexane), C(C)OCC (diethyl ether). Conditions: time 15 minute. Yields the product O1C(=CC2=C1C=CC=C2)C2(C(CN(CC2)C)C)O (4-(2-benzofuranyl)-1,3-dimethyl-4-piperidinol). As a reaction SMILES: C([Li])CCC.[O:6]1[C:10]2[CH:11]=[CH:12][CH:13]=[CH:14][C:9]=2[CH:8]=[CH:7]1.[CH3:15][N:16]1[CH2:21][CH2:20][C:19](=[O:22])[CH:18]([CH3:23])[CH2:17]1>CCCCCC.C(OCC)C>[O:6]1[C:10]2[CH:11]=[CH:12][CH:13]=[CH:14][C:9]=2[CH:8]=[C:7]1[C:19]1([OH:22])[CH2:20][CH2:21][N:16]([CH3:15])[CH2:17][CH:18]1[CH3:23]. Procedure: 50 ml of a bimolar solution of n-butyl lithium in hexane is added dropwise within 30 minutes, at a reaction temperature of -5°, to a solution of 11.8 g of benzofuran in 100 ml of diethyl ether. The solution is then stirred for a further hour at 0°. There is thereupon made within 15 minutes a dropwise addition of a solution of 1,3-dimethyl-4-piperidone in 50 ml of abs. diethyl ether. The reaction temperature is maintained at 0° by external cooling. The reaction solution is subsequently stirred fo...